Dataset: the Open Reaction Database (ORD), a public repository of structured organic reaction records. Task: describe an organic reaction: reactants, conditions, products, and yield Reactants: [N+](=O)([O-])C=1C=CC=2C[C@@H]3N(CC2C1)C(SC3)=S ((S)-7-Nitro-1,5,10,10a-tetrahydrothiazolo[3,4-b]isoquinoline-3-thione), CI (methyl iodide). Conditions: time 15 hour. Product: [I-].CSC=1SC[C@H]2[N+]1CC=1C=C(C=CC1C2)[N+](=O)[O-] ((S)-3-Methylthio-7-nitro-1,5,10,10a-tetrahydrothiazolo[3,4-b]isoquinolinium iodide). RXN SMILES: [N+:1]([C:4]1[CH:5]=[CH:6][C:7]2[CH2:8][C@H:9]3[CH2:16][S:15][C:14](=[S:17])[N:10]3[CH2:11][C:12]=2[CH:13]=1)([O-:3])=[O:2].[CH3:18][I:19]>>[I-:19].[CH3:18][S:17][C:14]1[S:15][CH2:16][C@@H:9]2[CH2:8][C:7]3[CH:6]=[CH:5][C:4]([N+:1]([O-:3])=[O:2])=[CH:13][C:12]=3[CH2:11][N+:10]=12 |f:2.3|. Procedure details: (S)-7-Nitro-1,5,10,10a-tetrahydrothiazolo[3,4-b]isoquinoline-3-thione (16 g.) is dissolved in methyl iodide (800 cc.). After 15 hours at a temperature of about 20° C., the crystals which have appeared are filtered off, washed with diethyl ether (2 × 30 cc.) and then dried at 20° C., under reduced pressure (1 mm.Hg). (S)-3-Methylthio-7-nitro-1,5,10,10a-tetrahydrothiazolo[3,4-b]isoquinolinium iodide (23.3 g.) is thus obtained. The reactants are Cl, [Na+], CC(CCN)NCCCC1OCCO1, [OH-], O. Product: CC1CCNC2CCCN12. As a reaction SMILES: [ClH:15].[Na+:17].[O:1]1[CH:2]([CH2:6][CH2:7][CH2:8][NH:9][CH:10]([CH2:11][CH2:12][NH2:13])[CH3:14])[O:5][CH2:4][CH2:3]1.[OH-:16].[OH2:18]>>[CH:2]12[CH2:6][CH2:7][CH2:8][N:9]1[CH:10]([CH3:14])[CH2:11][CH2:12][NH:13]2.